From a dataset of the Open Reaction Database (ORD), a public repository of structured organic reaction records. describe an organic reaction: reactants, conditions, products, and yield The reactants are S(=O)(=O)(OC)OC (dimethyl sulfate), [OH-].[Na+] (NaOH), S(=O)(=O)(OC)OC (dimethyl sulfate), C(C)(C)(C)OC(=O)N1C[C@H]([C@@H](C1)CO)CO[Si](C)(C)C(C)(C)C (trans-tert-butyl-3-({[tert-butyl(dimethyl)silyl]oxy}methyl)-4-(hydroxymethyl)pyrrolidine-1-carboxylate). Reagents/catalysts: [I-].C(CCC)[N+](CCCC)(CCCC)CCCC (Tetrabutylammonium iodide). The solvent is O (water), C(Cl)Cl (CH2Cl2). Run at time 8 hour. Yields the product C(C)(C)(C)OC(=O)N1C[C@H]([C@@H](C1)COC)CO[Si](C)(C)C(C)(C)C (trans-tert-butyl-3-({[tert-butyl(dimethyl)silyl]oxy}methyl)-4-(methoxymethyl)pyrrolidine-1-carboxylate). Yield: 44.2%. RXN SMILES: [OH-].[Na+].S(OC)(O[CH3:7])(=O)=O.[C:10]([O:14][C:15]([N:17]1[CH2:21][C@@H:20]([CH2:22][OH:23])[C@H:19]([CH2:24][O:25][Si:26]([C:29]([CH3:32])([CH3:31])[CH3:30])([CH3:28])[CH3:27])[CH2:18]1)=[O:16])([CH3:13])([CH3:12])[CH3:11]>[I-].C([N+](CCCC)(CCCC)CCCC)CCC.C(Cl)Cl.O>[C:10]([O:14][C:15]([N:17]1[CH2:21][C@@H:20]([CH2:22][O:23][CH3:7])[C@H:19]([CH2:24][O:25][Si:26]([C:29]([CH3:32])([CH3:31])[CH3:30])([CH3:27])[CH3:28])[CH2:18]1)=[O:16])([CH3:13])([CH3:12])[CH3:11] |f:0.1,4.5|. Procedure details: Tetrabutylammonium iodide (0.110 g, 0.28 mmol), 50% aqueous NaOH (20 mL) and dimethyl sulfate (0.325 mL, 3.41 mmol) were added to a solution of trans-tert-butyl-3-({[tert-butyl(dimethyl)silyl]oxy}methyl)-4-(hydroxymethyl)pyrrolidine-1-carboxylate (0.982 g, 2.84 mmol) in CH2Cl2 (20 mL). The reaction was stirred at rt overnight. TLC showed some starting material remaining so additional dimethyl sulfate (0.150 mL) was added to the reaction mixture and stirred at rt for 3 hrs. Aqueous NH3OH (30 mL) ...